From a dataset of the Open Reaction Database (ORD), a public repository of structured organic reaction records. describe an organic reaction: reactants, conditions, products, and yield As a reaction SMILES: [CH2:34]([OH:35])[CH2:36][CH3:37].[NH2:3][c:4]1[c:5]([S:10][c:11]2[c:12]([O:28][CH2:29][CH2:30][O:31][CH2:32][CH3:33])[c:13]([C:26]#[N:27])[c:14]([C:15]#[N:16])[c:17]([O:20][CH2:21][CH2:22][O:23][CH2:24][CH3:25])[c:18]2[Cl:19])[cH:6][cH:7][cH:8][cH:9]1.[NH3:2].[Na:1]>>[NH:2]=[C:15]1[c:14]2[c:13]([c:12]([O:28][CH2:29][CH2:30][O:31][CH2:32][CH3:33])[c:11]([S:10][c:5]3[c:4]([NH2:3])[cH:9][cH:8][cH:7][cH:6]3)[c:18]([Cl:19])[c:17]2[O:20][CH2:21][CH2:22][O:23][CH2:24][CH3:25])[C:26](=[NH:27])[NH:16]1. Reactants: CCCO, CCOCCOc1c(Cl)c(Sc2ccccc2N)c(OCCOCC)c(C#N)c1C#N, N, [Na]. The product is CCOCCOc1c(Cl)c(Sc2ccccc2N)c(OCCOCC)c2c1C(=N)NC2=N. Starting materials: BrC=1C(=NC=C(C(=O)NC2=CC=C(C=C2)OC(F)(F)F)C1)N1C[C@@H](CC1)O ((R)-5-bromo-6-(3-hydroxypyrrolidin-1-yl)-N-(4-(trifluoromethoxy)phenyl)nicotinamide), O1C=C(C=C1)B(O)O (furan-3-ylboronic acid), C(=O)([O-])[O-].[Na+].[Na+] (Na2CO3), COCCOC (DME), Si-Thiol. Run in CCO (EtOH), O (water). Yields the product O1C=C(C=C1)C=1C(=NC=C(C(=O)NC2=CC=C(C=C2)OC(F)(F)F)C1)N1C[C@@H](CC1)O ((R)-5-(Furan-3-yl)-6-(3-hydroxypyrrolidin-1-yl)-N-(4-(trifluoromethoxy)phenyl)nicotinamide). Procedure: A mixture of (R)-5-bromo-6-(3-hydroxypyrrolidin-1-yl)-N-(4-(trifluoromethoxy)phenyl)nicotinamide (Stage 6.1, 60 mg, 0.134 mmol), furan-3-ylboronic acid (22.6 mg, 0.202 mmol), Pd(PPh3)2Cl2 (9.44 mg, 0.013 mmol), Na2CO3 (42.8 mg, 0.403 mmol), DME (570 μL), water (163 μL) and EtOH (81 μL) in a MW vial was sealed, evacuated/purge with argon and subjected to MW irradiation at 120° C. for 10 min. The RM was diluted with THF (1 mL), treated with Si-Thiol (Silicycle, 1.44 mmol/g, 46.7 mg, 0.067 mmol), f... The reagents and catalysts are Cl[Pd]([P](C1=CC=CC=C1)(C2=CC=CC=C2)C3=CC=CC=C3)([P](C4=CC=CC=C4)(C5=CC=CC=C5)C6=CC=CC=C6)Cl (Pd(PPh3)2Cl2). As a reaction SMILES: Br[C:2]1[C:3]([N:22]2[CH2:26][CH2:25][C@@H:24]([OH:27])[CH2:23]2)=[N:4][CH:5]=[C:6]([CH:21]=1)[C:7]([NH:9][C:10]1[CH:15]=[CH:14][C:13]([O:16][C:17]([F:20])([F:19])[F:18])=[CH:12][CH:11]=1)=[O:8].[O:28]1[CH:32]=[CH:31][C:30](B(O)O)=[CH:29]1.C([O-])([O-])=O.[Na+].[Na+].COCCOC>Cl[Pd](Cl)([P](C1C=CC=CC=1)(C1C=CC=CC=1)C1C=CC=CC=1)[P](C1C=CC=CC=1)(C1C=CC=CC=1)C1C=CC=CC=1.CCO.O>[O:28]1[CH:32]=[CH:31][C:30]([C:2]2[C:3]([N:22]3[CH2:26][CH2:25][C@@H:24]([OH:27])[CH2:23]3)=[N:4][CH:5]=[C:6]([CH:21]=2)[C:7]([NH:9][C:10]2[CH:15]=[CH:14][C:13]([O:16][C:17]([F:20])([F:19])[F:18])=[CH:12][CH:11]=2)=[O:8])=[CH:29]1 |f:2.3.4,^1:50,69|. The reactants are CCOC(C)=O, N#Cc1ccc(F)cc1, [K+], [K+], O=C([O-])[O-], O=C1CCc2cc(O)ccc21. Product: N#Cc1ccc(Oc2ccc3c(c2)CCC3=O)cc1. Reaction SMILES: [CH3:27][CH2:28][O:29][C:30](=[O:31])[CH3:32].[F:12][c:13]1[cH:14][cH:15][c:16]([C:17]#[N:18])[cH:19][cH:20]1.[K+:21].[K+:22].[O-:23][C:24]([O-:25])=[O:26].[OH:1][c:2]1[cH:3][c:4]2[c:8]([cH:9][cH:10]1)[C:7](=[O:11])[CH2:6][CH2:5]2>>[O:1]([c:2]1[cH:3][c:4]2[c:8]([cH:9][cH:10]1)[C:7](=[O:11])[CH2:6][CH2:5]2)[c:13]1[cH:14][cH:15][c:16]([C:17]#[N:18])[cH:19][cH:20]1. Starting materials: hydrochloride salt, N1(C=NC=C1)C1=CC=C(OCCCCCN2C(C3=CC=CC=C3C2=O)=O)C=C1 (5-[4-(1H-imidazol-1-yl)phenoxy]pentyl-1H-isoindole-1,3-(2H)-dione), [OH-].[Na+] (NaOH), NN (hydrazine), C(C)O (ethanol). The solvent is O (water). Product: N1(C=NC=C1)C1=CC=C(OCCCCCN)C=C1 (5-[4-(1H-imidazol-1-yl)phenoxy]pentaneamine). RXN SMILES: [N:1]1([C:6]2[CH:28]=[CH:27][C:9]([O:10][CH2:11][CH2:12][CH2:13][CH2:14][CH2:15][N:16]3C(=O)C4C(=CC=CC=4)C3=O)=[CH:8][CH:7]=2)[CH:5]=[CH:4][N:3]=[CH:2]1.NN.C(O)C.[OH-].[Na+]>O>[N:1]1([C:6]2[CH:28]=[CH:27][C:9]([O:10][CH2:11][CH2:12][CH2:13][CH2:14][CH2:15][NH2:16])=[CH:8][CH:7]=2)[CH:5]=[CH:4][N:3]=[CH:2]1 |f:3.4|. Procedure details: 2-[5-[4-(1H-imidazol-1-yl)phenoxy]butyl]-1H-isoindole-1,3-(2H)-dione (Example 26) is cleaved by hydrazine in refluxing ethanol by the procedure of Example 2. The crude hydrochloride salt is dissolved in 20 parts of water, made basic with 10N NaOH, and the mixture then extracted with 30 parts of dichloromethane. After drying with Na2SO4, the dichloromethane is removed in vacuo to give the desired compound as a clear oil, with the correct molecular weight as determined by mass spectrometry. Starting materials: C(C1=CC=CC=C1)OC(=O)N1[C@@H](COC12CCOCC2)C=2NC=C(N2)C2=CC=C(C=C2)C2=CC=C(C=C2)C=2N=C(NC2)[C@H]2N(CCC2)C(=O)OC(C)(C)C ((R)-3-(4-{4′-[2-((S)-1-tert-Butoxycarbonyl-pyrrolidin-2-yl)-1H-imidazol-4-yl]-biphenyl-4-yl}-1H-imidazol-2-yl)-1,8-dioxa-4-aza-spiro[4.5]decane-4-carboxylic acid benzyl ester), C(=O)(C(F)(F)F)O (TFA). The solvent is C(Cl)Cl (DCM). Conditions: time 2 hour. The product is C(C1=CC=CC=C1)OC(=O)N1[C@@H](COC12CCOCC2)C=2NC=C(N2)C2=CC=C(C=C2)C2=CC=C(C=C2)C=2N=C(NC2)[C@H]2NCCC2 ((R)-3-{4-[4′-((S)-2-pyrrolidin-2-yl-1H-imidazol-4-yl)-biphenyl-4-yl]-1H-imidazol-2-yl}-1,8-dioxa-4-aza-spiro[4.5]decane-4-carboxylic acid benzyl ester). The yield is 47.6%. RXN SMILES: [CH2:1]([O:8][C:9]([N:11]1[C:15]2([CH2:20][CH2:19][O:18][CH2:17][CH2:16]2)[O:14][CH2:13][C@H:12]1[C:21]1[NH:22][CH:23]=[C:24]([C:26]2[CH:31]=[CH:30][C:29]([C:32]3[CH:37]=[CH:36][C:35]([C:38]4[N:39]=[C:40]([C@@H:43]5[CH2:47][CH2:46][CH2:45][N:44]5C(OC(C)(C)C)=O)[NH:41][CH:42]=4)=[CH:34][CH:33]=3)=[CH:28][CH:27]=2)[N:25]=1)=[O:10])[C:2]1[CH:7]=[CH:6][CH:5]=[CH:4][CH:3]=1.C(O)(C(F)(F)F)=O>C(Cl)Cl>[CH2:1]([O:8][C:9]([N:11]1[C:15]2([CH2:20][CH2:19][O:18][CH2:17][CH2:16]2)[O:14][CH2:13][C@H:12]1[C:21]1[NH:22][CH:23]=[C:24]([C:26]2[CH:31]=[CH:30][C:29]([C:32]3[CH:37]=[CH:36][C:35]([C:38]4[N:39]=[C:40]([C@@H:43]5[CH2:47][CH2:46][CH2:45][NH:44]5)[NH:41][CH:42]=4)=[CH:34][CH:33]=3)=[CH:28][CH:27]=2)[N:25]=1)=[O:10])[C:2]1[CH:3]=[CH:4][CH:5]=[CH:6][CH:7]=1. Procedure details: (R)-3-(4-{4′-[2-((S)-1-tert-Butoxycarbonyl-pyrrolidin-2-yl)-1H-imidazol-4-yl]-biphenyl-4-yl}-1H-imidazol-2-yl)-1,8-dioxa-4-aza-spiro[4.5]decane-4-carboxylic acid benzyl ester (0.04 gm, 0.05 mmol) was dissolved in DCM (2 mL), TFA (2 mL) was added and the mixture stirred for 2 hours. The solvent was evaporated, the residue redissolved in EtOAc (20 mL) and the organics washed with aqueous NaHCO3, water and brine. Drying the organic layer afforded (R)-3-{4-[4′-((S)-2-pyrrolidin-2-yl-1H-imidazol-4-yl... Run at temperature 45 celsius. Reaction SMILES: Br[C:2]1[CH:15]=[CH:14][CH:13]=[C:12]([F:16])[C:3]=1[O:4][Si:5]([C:8]([CH3:11])([CH3:10])[CH3:9])([CH3:7])[CH3:6].[Br-].[CH:18]1([Zn+])[CH2:21][CH2:20][CH2:19]1>CC(C)([P](C(C)(C)C)([Pd][P](C(C)(C)C)(C(C)(C)C)C(C)(C)C)C(C)(C)C)C.C1COCC1>[CH:18]1([C:2]2[CH:15]=[CH:14][CH:13]=[C:12]([F:16])[C:3]=2[O:4][Si:5]([C:8]([CH3:11])([CH3:10])[CH3:9])([CH3:7])[CH3:6])[CH2:21][CH2:20][CH2:19]1 |f:1.2,^1:25,31|. Solvent: C1CCOC1 (THF). Starting materials: BrC1=C(O[Si](C)(C)C(C)(C)C)C(=CC=C1)F ((2-bromo-6-fluorophenoxy)(tert-butyl)dimethylsilane), [Br-].C1(CCC1)[Zn+] (Cyclobutylzinc bromide). Procedure details: A 1-L three-neck, round bottomed flask, equipped with a stir bar, temperature probe and nitrogen inlet was charged with (2-bromo-6-fluorophenoxy)(tert-butyl)dimethylsilane (27.2 g, 89.1 mmol), THF (181.2 mL) and bis(tri-tert-butylphosphine)palladium (3.4 g, 6.68 mmol). Cyclobutylzinc bromide (267.2 mL, 134 mmol) was added and the reaction is heated at 45° Celsius for 22 hours. The reaction was cooled to room temperature and quenched with 1M HCl. The aqueous phase is extracted with MTBE and the c... The product is C1(CCC1)C1=C(O[Si](C)(C)C(C)(C)C)C(=CC=C1)F ((2-cyclobutyl-6-fluorophenoxy)(tert-butyl)dimethylsilane). Reagents/catalysts: CC(C)([P](C(C)(C)C)([Pd][P](C(C)(C)C)(C(C)(C)C)C(C)(C)C)C(C)(C)C)C (bis(tri-tert-butylphosphine)palladium). Isolated yield 98.0%. Starting materials: O=C1CCC(=O)N1Br, O=C(OOC(=O)c1ccccc1)c1ccccc1, Cc1cc(Cl)c(C(=O)c2ccccc2)c(Cl)c1, c1ccccc1. Product: O=C(c1ccccc1)c1c(Cl)cc(CBr)cc1Cl. RXN SMILES: [Br:36][N:37]1[C:38](=[O:39])[CH2:40][CH2:41][C:42]1=[O:43].[C:18]([O:19][O:20][C:21](=[O:22])[c:23]1[cH:24][cH:25][cH:26][cH:27][cH:28]1)(=[O:29])[c:30]1[cH:31][cH:32][cH:33][cH:34][cH:35]1.[Cl:1][c:2]1[c:3]([C:4](=[O:5])[c:6]2[cH:7][cH:8][cH:9][cH:10][cH:11]2)[c:12]([Cl:17])[cH:13][c:14]([CH3:16])[cH:15]1.[cH:44]1[cH:45][cH:46][cH:47][cH:48][cH:49]1>>[Cl:1][c:2]1[c:3]([C:4](=[O:5])[c:6]2[cH:7][cH:8][cH:9][cH:10][cH:11]2)[c:12]([Cl:17])[cH:13][c:14]([CH2:16][Br:36])[cH:15]1. Starting materials: O=CC(Cl)(Cl)Cl (Chloral), NCC1(CCCCC1)N1CCCCC1 (1-[1-(aminomethyl)cyclohexyl]piperidine). Solvent: C(Cl)(Cl)Cl (chloroform). Run at time 16 hour. The product is C(=O)NCC1(CCCCC1)N1CCCCC1 (1-[1-(formamidomethyl)cyclohexyl]piperidine). Isolated yield 75.6%. As a reaction SMILES: [O:1]=[CH:2]C(Cl)(Cl)Cl.[NH2:7][CH2:8][C:9]1([N:15]2[CH2:20][CH2:19][CH2:18][CH2:17][CH2:16]2)[CH2:14][CH2:13][CH2:12][CH2:11][CH2:10]1>C(Cl)(Cl)Cl>[CH:2]([NH:7][CH2:8][C:9]1([N:15]2[CH2:20][CH2:19][CH2:18][CH2:17][CH2:16]2)[CH2:14][CH2:13][CH2:12][CH2:11][CH2:10]1)=[O:1]. Procedure: Chloral (4.65 g.) was added dropwise to a cooled solution of 1-[1-(aminomethyl)cyclohexyl]piperidine (5.9 g) in dry chloroform (30 ml). The mixture was stirred at room temperature for 16 hrs. and then heated under reflux for 30 mins. The solution was evaporated to dryness and the oily residue re-evaporated with ether. This residual brown oil (7.9 g) was distilled under high vacuum to give a viscous pale yellow oil of 1-[1-(formamidomethyl)cyclohexyl]piperidine (5.1 g.) b.p. 170°-2°C at 1.7 mm. Starting materials: CI (Methyl iodide), C(C)(C)N(C1=CC=C(C=C1)Cl)C(CC(=O)C)=O (N-isopropyl-4'-chloroacetoacetanilide), CN(C=O)C (dimethylformamide), [H-].[Na+] (sodium hydride), oil. The solvent is O (water). Run at time 1 hour. Yields the product C(C)(C)N(C1=CC=C(C=C1)Cl)C(C(C(=O)C)C)=O (N-isopropyl-4'-chloro-2-methylacetoacetanilide). Isolated yield 80.0%. RXN SMILES: [CH:1]([N:4]([C:12](=[O:17])[CH2:13][C:14]([CH3:16])=[O:15])[C:5]1[CH:10]=[CH:9][C:8]([Cl:11])=[CH:7][CH:6]=1)([CH3:3])[CH3:2].[CH3:18]N(C)C=O.[H-].[Na+].CI>O>[CH:1]([N:4]([C:12](=[O:17])[CH:13]([CH3:18])[C:14]([CH3:16])=[O:15])[C:5]1[CH:10]=[CH:9][C:8]([Cl:11])=[CH:7][CH:6]=1)([CH3:3])[CH3:2] |f:2.3|. Procedure: A one liter reaction flask equipped with a power stirrer, condener, drying tube, thermometer and nitrogen inlet tube was charged with 48.5 g (0.19 mole) of N-isopropyl-4'-chloroacetoacetanilide and 145 ml of dry dimethylformamide. With efficient stirring in a nitrogen atmosphere, portionwise addition of 7.2 g of 57% sodium hydride in mineral oil (0.17 mole) was completed in one hour (excessive foaming). Methyl iodide (24.1 g, 0.17 mole) was added dropwise and the reaction mixture was stirred for... The reactants are C1CCOC1, CNC, CC(=O)O, CO, O=Cc1ccc2nc(N3CCN(C4CC4)CC3)sc2c1, Cl. Product: CN(C)Cc1ccc2nc(N3CCN(C4CC4)CC3)sc2c1. RXN SMILES: [CH2:31]1[O:32][CH2:33][CH2:34][CH2:35]1.[CH3:22][NH:23][CH3:24].[CH3:25][C:26](=[O:27])[OH:28].[CH3:29][OH:30].[CH:1]1([N:4]2[CH2:5][CH2:6][N:7]([c:10]3[s:11][c:12]4[c:13]([n:14]3)[cH:15][cH:16][c:17]([CH:19]=[O:20])[cH:18]4)[CH2:8][CH2:9]2)[CH2:2][CH2:3]1.[ClH:21]>>[CH:1]1([N:4]2[CH2:5][CH2:6][N:7]([c:10]3[s:11][c:12]4[c:13]([n:14]3)[cH:15][cH:16][c:17]([CH2:19][N:23]([CH3:22])[CH3:24])[cH:18]4)[CH2:8][CH2:9]2)[CH2:2][CH2:3]1.